From a dataset of the Open Reaction Database (ORD), a public repository of structured organic reaction records. describe an organic reaction: reactants, conditions, products, and yield The reactants are N1=C(N=CC=C1)C=1C=C(C=O)C=CC1 (3-(2-Pyrimidinyl)benzaldehyde), N1(N=CC=C1)C1=CC=C(C=O)C=C1 (4-(1H-pyrazol-1-yl)-benzaldehyde). Yields the product N1=C(N=CC=C1)C=1C=C(C=CC1)/C=C/C=O ((2E)-3-[3-(2-Pyrimidinyl)phenyl]-2-propenal). As a reaction SMILES: [N:1]1[CH:6]=[CH:5][CH:4]=[N:3][C:2]=1[C:7]1[CH:8]=[C:9]([CH:12]=[CH:13][CH:14]=1)[CH:10]=O.N1(C2C=C[C:23]([CH:24]=[O:25])=CC=2)C=CC=N1>>[N:1]1[CH:6]=[CH:5][CH:4]=[N:3][C:2]=1[C:7]1[CH:8]=[C:9](/[CH:10]=[CH:23]/[CH:24]=[O:25])[CH:12]=[CH:13][CH:14]=1. Reported procedure: The title compound was prepared by a procedure analogous to Reference Example 30 by substituting 3-(2-pyrimidinyl)benzaldehyde (prepared as described in Reference Example 12) for the 4-(1H-pyrazol-1-yl)-benzaldehyde of Reference Example 30. MS 211 (M+H)+. Procedure: Solid KOH (224 mg, 4 mmol) was added to a solution of 4-(7-chloro-quinazolin-4-yl)-piperidine-1,4-dicarboxylic acid 1-tert-butyl ester 4-methyl ester (3a; 41 mg, 0.1 mmol), prepared as described in Example 3, in anhydrous MeOH (1 mL). The mixture was stirred at 100° C. for 3 h. It was then cooled to rt and concentrated in vacuo. The residue was dissolved in DCM and washed with water, brine, dried over anhydrous MgSO4, filtered and concentrated in vacuo to obtain crude 4-(7-methoxy-quinazolin-4-y... Starting materials: [OH-].[K+] (KOH), COC(=O)C1(CCN(CC1)C(=O)OC(C)(C)C)C1=NC=NC2=CC(=CC=C12)Cl (4-(7-chloro-quinazolin-4-yl)-piperidine-1,4-dicarboxylic acid 1-tert-butyl ester 4-methyl ester), CO (MeOH). Reaction SMILES: [OH-:1].[K+].COC([C:7]1([C:20]2[C:29]3[C:24](=[CH:25][C:26](Cl)=[CH:27][CH:28]=3)[N:23]=[CH:22][N:21]=2)[CH2:12][CH2:11][N:10]([C:13]([O:15][C:16]([CH3:19])([CH3:18])[CH3:17])=[O:14])[CH2:9][CH2:8]1)=O.[CH3:31]O>>[C:16]([O:15][C:13]([N:10]1[CH2:9][CH2:8][CH:7]([C:20]2[C:29]3[C:24](=[CH:25][C:26]([O:1][CH3:31])=[CH:27][CH:28]=3)[N:23]=[CH:22][N:21]=2)[CH2:12][CH2:11]1)=[O:14])([CH3:17])([CH3:19])[CH3:18] |f:0.1|. Reaction conditions: temperature 100 celsius, time 3 hour. Yields the product C(C)(C)(C)OC(=O)N1CCC(CC1)C1=NC=NC2=CC(=CC=C12)OC (4-(7-methoxy-quinazolin-4-yl)-piperidine-1-carboxylic acid tert-butyl ester).